From a dataset of the Open Reaction Database (ORD), a public repository of structured organic reaction records. describe an organic reaction: reactants, conditions, products, and yield The reactants are CC(C#CC(F)(F)F)(C)C=1C=CC(=C(C=O)C1)OC (5-(1,1-Dimethyl-4,4,4-trifluoro-2-butynyl)-2-methoxybenzaldehyde), NC1C(N(CCC1)C(=O)OC(C)(C)C)C1=CC=CC=C1 (3-Amino-1-tert-butoxycarbonyl-2-phenylpiperidine), Compound 13. Yields the product C(C)(C)(C)OC(=O)N1[C@H]([C@H](CCC1)NCC1=C(C=CC(=C1)C(C#CC(F)(F)F)(C)C)OC)C1=CC=CC=C1 ((2S,3S)-1-tert-Butoxycarbonyl-3-[5-(1,1-dimethyl-4,4,4-trifluoro-2-butynyl)-2-methoxybenzyl]amino-2-phenylpiperidine). Reaction SMILES: [CH3:1][C:2]([C:10]1[CH:11]=[CH:12][C:13]([O:18][CH3:19])=[C:14]([CH:17]=1)[CH:15]=O)([CH3:9])[C:3]#[C:4][C:5]([F:8])([F:7])[F:6].[NH2:20][CH:21]1[CH2:26][CH2:25][CH2:24][N:23]([C:27]([O:29][C:30]([CH3:33])([CH3:32])[CH3:31])=[O:28])[CH:22]1[C:34]1[CH:39]=[CH:38][CH:37]=[CH:36][CH:35]=1>>[C:30]([O:29][C:27]([N:23]1[CH2:24][CH2:25][CH2:26][C@H:21]([NH:20][CH2:15][C:14]2[CH:17]=[C:10]([C:2]([CH3:9])([CH3:1])[C:3]#[C:4][C:5]([F:8])([F:7])[F:6])[CH:11]=[CH:12][C:13]=2[O:18][CH3:19])[C@@H:22]1[C:34]1[CH:39]=[CH:38][CH:37]=[CH:36][CH:35]=1)=[O:28])([CH3:33])([CH3:31])[CH3:32]. Reported procedure: This compound was prepared from Compound 58 and Compound 12 in the same manner of Compound 13. Reactants: BrC=1C=CC(=NC1)N1[Si](CC[Si]1(C)C)(C)C (5-bromo-2-(2,2,5,5-tetramethyl-1,2,5-azadisilolidin-1-yl)pyridine), C(CCC)[Li] (n-butyllithium), C(C)SSCC (diethyl disulfide). Procedure details: To a solution of 5-bromo-2-(2,2,5,5-tetramethyl-1,2,5-azadisilolidin-1-yl)pyridine (4 g, 12.7 mmol, J. Am. Chem. Soc. 1997, 119, 5499-5511) in tetrahydrofuran (40 mL) was added n-butyllithium at −78° C. under nitrogen. After 2 h, diethyl disulfide (1.7 mL, 12.7 mmol) was added and the mixture was stirred at −78° C. for 3 h. The temperature was gradually raised to room temperature over 2 h. The mixture was poured into ice aqueous sodium hydrogencarbonate. The organic layer was separated and extra... The yield is 62.8%. Product: C(C)SC=1C=CC(=NC1)N (5-(Ethylthio)pyridin-2-amine). Solvent: O1CCCC1 (tetrahydrofuran). Reaction SMILES: Br[C:2]1[CH:3]=[CH:4][C:5]([N:8]2[Si](C)(C)CC[Si]2(C)C)=[N:6][CH:7]=1.C([Li])CCC.[CH2:22]([S:24]SCC)[CH3:23]>O1CCCC1>[CH2:22]([S:24][C:2]1[CH:3]=[CH:4][C:5]([NH2:8])=[N:6][CH:7]=1)[CH3:23]. Run at temperature -78 celsius, time 2 hour. The reactants are C(CCC)C1=CC=C(C(=O)Cl)C=C1 (4-butylbenzoyl chloride), [OH-].[NH4+] (ammonium hydroxide). The product is C(CCC)C1=CC=C(C(=O)N)C=C1 (4-Butylbenzamide). Yield: 99.0%. As a reaction SMILES: [CH2:1]([C:5]1[CH:13]=[CH:12][C:8]([C:9](Cl)=[O:10])=[CH:7][CH:6]=1)[CH2:2][CH2:3][CH3:4].[OH-].[NH4+:15]>>[CH2:1]([C:5]1[CH:13]=[CH:12][C:8]([C:9]([NH2:15])=[O:10])=[CH:7][CH:6]=1)[CH2:2][CH2:3][CH3:4] |f:1.2|. Procedure: To a stirred solution of 200 ml of aqueous ammonium hydroxide was added dropwise 35 ml of 4-butylbenzoyl chloride. The resulting mixture was stirred at room temperature for several hours. The white solid was collected by filtration, washed with water, then hexane, and dried in vacuo at 60° C. to give 33.4 g (99% yield) of the desired product, mp 135°-136° C. Starting materials: CC#N, CCCCOc1nc(N)c2[nH]c(=O)n(CCCBr)c2n1, NCCCN1CCOCC1. The product is CCCCOc1nc(N)c2[nH]c(=O)n(CCCNCCCN3CCOCC3)c2n1. As a reaction SMILES: [CH3:31][C:32]#[N:33].[NH2:1][c:2]1[c:3]2[nH:4][c:5](=[O:20])[n:6]([CH2:16][CH2:17][CH2:18][Br:19])[c:7]2[n:8][c:9]([O:11][CH2:12][CH2:13][CH2:14][CH3:15])[n:10]1.[NH2:21][CH2:22][CH2:23][CH2:24][N:25]1[CH2:26][CH2:27][O:28][CH2:29][CH2:30]1>>[NH2:1][c:2]1[c:3]2[nH:4][c:5](=[O:20])[n:6]([CH2:16][CH2:17][CH2:18][NH:21][CH2:22][CH2:23][CH2:24][N:25]3[CH2:26][CH2:27][O:28][CH2:29][CH2:30]3)[c:7]2[n:8][c:9]([O:11][CH2:12][CH2:13][CH2:14][CH3:15])[n:10]1.